From a dataset of the Open Reaction Database (ORD), a public repository of structured organic reaction records. describe an organic reaction: reactants, conditions, products, and yield The reactants are C, COc1cc([N+](=O)[O-])ccc1C(O)c1ccccn1, CCOC(C)=O, [Pd]. Product: COc1cc(N)ccc1C(O)c1ccccn1. RXN SMILES: [C:26].[CH3:1][O:2][c:3]1[c:4]([CH:12]([OH:13])[c:14]2[n:15][cH:16][cH:17][cH:18][cH:19]2)[cH:5][cH:6][c:7]([N+:9]([O-:10])=[O:11])[cH:8]1.[CH3:20][CH2:21][O:22][C:23](=[O:24])[CH3:25].[Pd:27]>>[CH3:1][O:2][c:3]1[c:4]([CH:12]([OH:13])[c:14]2[n:15][cH:16][cH:17][cH:18][cH:19]2)[cH:5][cH:6][c:7]([NH2:9])[cH:8]1. Starting materials: [H-].[Na+] (sodium hydride), CN(C=O)C (N,N-dimethylformamide), C(C1=CC=CC=C1)O[C@H]1[C@]([C@H](O[C@@H]1COCC1=CC=CC=C1)OC)(O)C ((2S,3R,4R,5R)-4-(benzyloxy)-5-((benzyloxy)methyl)-2-methoxy-3-methyloxolan-3-ol), C(C1=CC=CC=C1)Br (benzyl bromide). Solvent: C(C)(=O)OCC (ethyl acetate), O (water). Run at time 1.5 hour. Yields the product C(C1=CC=CC=C1)O[C@]1([C@H](O[C@@H]([C@H]1OCC1=CC=CC=C1)COCC1=CC=CC=C1)OC)C ((2S,3R,4R,5R)-3,4-bis(benzyloxy)-5-((benzyloxy)methyl)-2-methoxy-3-methyloxolane). Yield: 99.9%. Reaction SMILES: [H-].[Na+].CN(C)C=O.[CH2:8]([O:15][C@@H:16]1[C@@H:20]([CH2:21][O:22][CH2:23][C:24]2[CH:29]=[CH:28][CH:27]=[CH:26][CH:25]=2)[O:19][C@H:18]([O:30][CH3:31])[C@:17]1([CH3:33])[OH:32])[C:9]1[CH:14]=[CH:13][CH:12]=[CH:11][CH:10]=1.[CH2:34](Br)[C:35]1[CH:40]=[CH:39][CH:38]=[CH:37][CH:36]=1>C(OCC)(=O)C.O>[CH2:34]([O:32][C@:17]1([CH3:33])[C@H:16]([O:15][CH2:8][C:9]2[CH:14]=[CH:13][CH:12]=[CH:11][CH:10]=2)[C@@H:20]([CH2:21][O:22][CH2:23][C:24]2[CH:25]=[CH:26][CH:27]=[CH:28][CH:29]=2)[O:19][C@@H:18]1[O:30][CH3:31])[C:35]1[CH:40]=[CH:39][CH:38]=[CH:37][CH:36]=1 |f:0.1|. Reported procedure: 1.2 g of sodium hydride was added to an N,N-dimethylformamide solution of 7.2 g of (2S,3R,4R,5R)-4-(benzyloxy)-5-((benzyloxy)methyl)-2-methoxy-3-methyloxolan-3-ol, and thereafter, 5.1 g of benzyl bromide was added dropwise to the mixture at a temperature of 15° C. or lower. The obtained mixture was stirred at room temperature for 1.5 hours. Thereafter, 200 mL of water and 200 mL of ethyl acetate were added to the reaction mixture. The organic layer was fractionated, and it was successively washe... Starting materials: C(=O)(C=1NC=CN1)C=1NC=CN1 (Carbonyl diimidazole), ClC1=NC=C(C(=O)O)C=C1 (6-chloronicotinic acid), C(C)(C)O (isopropyl alcohol). Solvent: ClCCl (dichloromethane). Run at time 1 hour. Yields the product ClC1=NC=C(C(=O)OC(C)C)C=C1 (isopropyl 6-chloronicotinate). Isolated yield 114.0%. RXN SMILES: [C:1]([C:8]1NC=CN=1)([C:3]1NC=CN=1)=O.[Cl:13][C:14]1[CH:22]=[CH:21][C:17]([C:18]([OH:20])=[O:19])=[CH:16][N:15]=1.C(O)(C)C>ClCCl>[Cl:13][C:14]1[CH:22]=[CH:21][C:17]([C:18]([O:20][CH:1]([CH3:8])[CH3:3])=[O:19])=[CH:16][N:15]=1. Reported procedure: Carbonyl diimidazole (18.6 g, 0.115 mol) was added to a suspension of 6-chloronicotinic acid (16.6 g, 0.105 mol) in dichloromethane (250 mL). After all of the solid had dissolved the reaction solution was stirred at ambient temperature for 1 hour and then isopropyl alcohol (100 mL) was added. The dichloromethane was removed under vacuum. A catalytic amount of sodium isopropoxide was added to the solution and the solution was heated at reflux for 1 hour. The solution was then concentrated under v... Reactants: CO, ClCCl, O=[N+]([O-])c1ccc(F)cc1, OCCNCCO. Product: O=[N+]([O-])c1ccc(N(CCO)CCO)cc1. As a reaction SMILES: [CH3:21][OH:22].[Cl:18][CH2:19][Cl:20].[F:1][c:2]1[cH:3][cH:4][c:5]([N+:8](=[O:9])[O-:10])[cH:6][cH:7]1.[OH:11][CH2:12][CH2:13][NH:14][CH2:15][CH2:16][OH:17]>>[c:2]1([N:14]([CH2:13][CH2:12][OH:11])[CH2:15][CH2:16][OH:17])[cH:3][cH:4][c:5]([N+:8](=[O:9])[O-:10])[cH:6][cH:7]1. Starting materials: O (Water), Pyidin-sulphur trioxide, C(C1=CC=CC=C1)OC(=O)N1CC(C(C1)O)NC(C)=O (benzyl-3-acetamido-4-hydroxypyrrolidine-1-carboxylate), CCN(C(C)C)C(C)C (DIPEA). Solvent: CS(=O)C (DMSO), ClCCl (dichlormethane). Reaction conditions: time 1 hour. Product: C(C)(=O)NC1CN(CC1=O)C(=O)OCC1=CC=CC=C1 (Benzyl 3-acetamido-4-oxopyrrolidine-1-carboxylate). Isolated yield 82.7%. As a reaction SMILES: [CH2:1]([O:8][C:9]([N:11]1[CH2:15][CH:14]([OH:16])[CH:13]([NH:17][C:18](=[O:20])[CH3:19])[CH2:12]1)=[O:10])[C:2]1[CH:7]=[CH:6][CH:5]=[CH:4][CH:3]=1.CCN(C(C)C)C(C)C.O>CS(C)=O.ClCCl>[C:18]([NH:17][CH:13]1[C:14](=[O:16])[CH2:15][N:11]([C:9]([O:8][CH2:1][C:2]2[CH:7]=[CH:6][CH:5]=[CH:4][CH:3]=2)=[O:10])[CH2:12]1)(=[O:20])[CH3:19]. Reported procedure: Pyidin-sulphur trioxide in 6.5 mL DMSO was added to 1.34 g benzyl-3-acetamido-4-hydroxypyrrolidine-1-carboxylate and 2.5 mL DIPEA in 8 mL dichlormethane at 0° C. The reaction was stirred 1 h at RT. Water was added and the mixture was extracted with ethyl acetate. The organic layer was washed with water and sodium chloride solution and evaporated. The residue was purified by chromatography on silica gel (ethyl acetate) to give 1.1 g of the desired product. (M+H)+: 277 Reactants: C1(CCCCC1)N(C(NC=1SC(=CN1)SCC(=O)O)=O)CCC1=CC=CC=C1 ([2-(3-cyclohexyl-3-phenethyl-ureido)-thiazol-5-ylsulfanyl]-acetic acid), C(C)OC(CSC1=CN=C(S1)N)=O ((2-amino-thiazol-5-ylsulfanyl)-acetic acid ethyl ester), C(CCC)=O (butyraldehyde), C[C@@H]1CC[C@H](CC1)N (trans-4-methyl-cyclohexylamine). Yields the product C(CCC)N(C(NC=1SC(=CN1)SCC(=O)O)=O)[C@@H]1CC[C@H](CC1)C ({2-[3-Butyl-3-(trans-4-methyl-cyclohexyl)-ureido]-thiazol-5-ylsulfanyl}-acetic acid). Reaction SMILES: [CH:1]1([N:7]([CH2:21][CH2:22][C:23]2C=CC=C[CH:24]=2)[C:8](=[O:20])[NH:9][C:10]2[S:11][C:12]([S:15][CH2:16][C:17]([OH:19])=[O:18])=[CH:13][N:14]=2)[CH2:6][CH2:5][CH2:4][CH2:3][CH2:2]1.[CH:29](=O)CCC.C[C@H]1CC[C@H](N)CC1.C(OC(=O)CSC1SC(N)=NC=1)C>>[CH2:21]([N:7]([C@H:1]1[CH2:6][CH2:5][C@H:4]([CH3:29])[CH2:3][CH2:2]1)[C:8](=[O:20])[NH:9][C:10]1[S:11][C:12]([S:15][CH2:16][C:17]([OH:19])=[O:18])=[CH:13][N:14]=1)[CH2:22][CH2:23][CH3:24]. Procedure: Prepared as described for the synthesis of [2-(3-cyclohexyl-3-phenethyl-ureido)-thiazol-5-ylsulfanyl]-acetic acid using butyraldehyde, trans-4-methyl-cyclohexylamine and (2-amino-thiazol-5-ylsulfanyl)-acetic acid ethyl ester. The reactants are CO, C[O-], CNc1nc(Cl)ccc1[N+](=O)[O-], [Na+], O. Yields the product CNc1nc(OC)ccc1[N+](=O)[O-]. As a reaction SMILES: [CH3:17][OH:18].[CH3:1][O-:2].[Cl:4][c:5]1[cH:6][cH:7][c:8]([N+:13](=[O:14])[O-:15])[c:9]([NH:11][CH3:12])[n:10]1.[Na+:3].[OH2:16]>>[CH3:1][O:2][c:5]1[cH:6][cH:7][c:8]([N+:13](=[O:14])[O-:15])[c:9]([NH:11][CH3:12])[n:10]1. Reactants: Cc1ccccc1, O, O=S(=O)(O)O, CC(CC#N)Nc1ccccc1. Yields the product CC(CC(N)=O)Nc1ccccc1. As a reaction SMILES: [CH3:18][c:19]1[cH:20][cH:21][cH:22][cH:23][cH:24]1.[OH2:25].[S:13]([OH:14])(=[O:15])(=[O:16])[OH:17].[c:1]1([NH:7][CH:8]([CH2:9][C:10]#[N:11])[CH3:12])[cH:2][cH:3][cH:4][cH:5][cH:6]1>>[c:1]1([NH:7][CH:8]([CH2:9][C:10]([NH2:11])=[O:14])[CH3:12])[cH:2][cH:3][cH:4][cH:5][cH:6]1. The reactants are CCCC[N+](CCCC)(CCCC)CCCC.[F-] (TBAF), solution, C(C)(C)(C)OC(=O)N[C@H]1CN(CC1)C1=CC=CC2=CC=C(C=C12)O[Si](C)(C)C(C)(C)C ((R)-3-(tert-butoxycarbonylamino)-1-[7-(tert-butyldimethylsilyloxy)naphthalen-1-yl]pyrrolidine), C(=O)(O)[O-].[Na+] (NaHCO3), C(Cl)Cl (CH2Cl2). Solvent: C1CCOC1 (THF), C1CCOC1 (THF). Reaction conditions: time 30 minute. The product is C(C)(C)(C)OC(=O)N[C@H]1CN(CC1)C1=CC=CC2=CC=C(C=C12)O ((R)-3-(tert-Butoxycarbonylamino)-1-[7-hydroxynaphthalen-1-yl]pyrrolidine). RXN SMILES: [C:1]([O:5][C:6]([NH:8][C@@H:9]1[CH2:13][CH2:12][N:11]([C:14]2[C:23]3[C:18](=[CH:19][CH:20]=[C:21]([O:24][Si](C(C)(C)C)(C)C)[CH:22]=3)[CH:17]=[CH:16][CH:15]=2)[CH2:10]1)=[O:7])([CH3:4])([CH3:3])[CH3:2].CCCC[N+](CCCC)(CCCC)CCCC.[F-].C([O-])(O)=O.[Na+].C(Cl)Cl>C1COCC1>[C:1]([O:5][C:6]([NH:8][C@@H:9]1[CH2:13][CH2:12][N:11]([C:14]2[C:23]3[C:18](=[CH:19][CH:20]=[C:21]([OH:24])[CH:22]=3)[CH:17]=[CH:16][CH:15]=2)[CH2:10]1)=[O:7])([CH3:4])([CH3:2])[CH3:3] |f:1.2,3.4|. Procedure details: To a stirred solution of (R)-3-(tert-butoxycarbonylamino)-1-[7-(tert-butyldimethylsilyloxy)naphthalen-1-yl]pyrrolidine, as described above in Step H, (970 mg, 2.19 mmol) in THF (15 mL) was added TBAF (2.40 mL of a 1 M solution in THF, 2.40 mmol), dropwise. The mixture was stirred at ambient temperature for 30 min, then poured into saturated aqueous NaHCO3 (50 mL) and CH2Cl2 (100 mL). The aqueous layer was extracted further with CH2Cl2 (2×50 mL). The combined organic extracts were dried over Na2S... Starting materials: O=C(Nc1cc(F)cc(F)c1)c1cncc(Br)c1, CC(C)(C)OC(=O)N1CCC2CNCC21. The product is CC(C)(C)OC(=O)N1CCC2CN(c3cncc(C(=O)Nc4cc(F)cc(F)c4)c3)CC21. As a reaction SMILES: [Br:1][c:2]1[cH:3][n:4][cH:5][c:6]([C:7](=[O:8])[NH:9][c:10]2[cH:11][c:12]([F:17])[cH:13][c:14]([F:16])[cH:15]2)[cH:18]1.[N:19]1([C:27](=[O:28])[O:29][C:30]([CH3:31])([CH3:32])[CH3:33])[CH:20]2[CH:21]([CH2:22][CH2:23]1)[CH2:24][NH:25][CH2:26]2>>[c:2]1([N:25]2[CH2:24][CH:21]3[CH:20]([N:19]([C:27](=[O:28])[O:29][C:30]([CH3:31])([CH3:32])[CH3:33])[CH2:23][CH2:22]3)[CH2:26]2)[cH:3][n:4][cH:5][c:6]([C:7](=[O:8])[NH:9][c:10]2[cH:11][c:12]([F:17])[cH:13][c:14]([F:16])[cH:15]2)[cH:18]1.